This data is from the Open Reaction Database (ORD), a public repository of structured organic reaction records. The task is: describe an organic reaction: reactants, conditions, products, and yield Starting materials: N(=O)[O-].[Na+] (Sodium nitrite), COC(=O)C=1C(=C(C(=O)N)C=CC1SC)C (3-methoxycarbonyl-2-methyl-4-methylsulphenylbenzamide), S(O)(O)(=O)=O (sulphuric acid). The solvent is C(C)(=O)O (acetic acid), O (water), O (water). Yields the product COC(=O)C=1C(=C(C(=O)O)C=CC1SC)C (3-methoxycarbonyl-2-methyl-4-methylsulphenylbenzoic acid). Reaction SMILES: N([O-])=O.[Na+].[CH3:5][O:6][C:7]([C:9]1[C:10]([CH3:20])=[C:11]([CH:15]=[CH:16][C:17]=1[S:18][CH3:19])[C:12](N)=[O:13])=[O:8].S(=O)(=O)(O)[OH:22]>O.C(O)(=O)C>[CH3:5][O:6][C:7]([C:9]1[C:10]([CH3:20])=[C:11]([CH:15]=[CH:16][C:17]=1[S:18][CH3:19])[C:12]([OH:22])=[O:13])=[O:8] |f:0.1|. Procedure details: Sodium nitrite (2.4 g) was added dropwise to a stirred solution of 3-methoxycarbonyl-2-methyl-4-methylsulphenylbenzamide (4.2 g) in a mixture of concentrated sulphuric acid (50 ml), water (40 ml) and glacial acetic acid (70 ml) while maintaining the temperature below 5° C. The mixture was stirred without cooling for 0.5 hours. The brown solution was recooled to 0° C. and water (200 ml) was added. The mixture was extracted with ether (3×150 ml). The combined organic extracts were washed with wate... The reactants are FC1=C(C=CC(=C1)O)N1N=C(N(C1=O)C(F)F)C (1-(2-fluoro-4-hydroxyphenyl)-4-difluoromethyl-4,5-dihydro-3-methyl-1,2,4-triazol-5(1H)-one), ClCC1=CC=C(OC(C(=O)OC)C)C=C1 (methyl 2-(4-chloromethylphenoxy)propionate), O1CCOCCOCCOCCOCCOCC1 (1,4,7,10,13,16-hexaoxacyclooctadecane). Run in CN(C=O)C (N,N-dimethylformamide). Product: FC(N1C(=NN(C1=O)C1=C(C=C(OCC2=CC=C(OC(C(=O)OC)C)C=C2)C=C1)F)C)F (methyl 2-[4-[4-(4-difluoromethyl-4,5-dihydro-3-methyl-1,2,4-triazol-5(1H)-on-1-yl)-3-fluorophenoxymethyl] phenoxy]propionate). Yield: 93.3%. Reaction SMILES: [F:1][C:2]1[CH:7]=[C:6]([OH:8])[CH:5]=[CH:4][C:3]=1[N:9]1[C:13](=[O:14])[N:12]([CH:15]([F:17])[F:16])[C:11]([CH3:18])=[N:10]1.Cl[CH2:20][C:21]1[CH:33]=[CH:32][C:24]([O:25][CH:26]([CH3:31])[C:27]([O:29][CH3:30])=[O:28])=[CH:23][CH:22]=1.O1CCOCCOCCOCCOCCOCC1>CN(C)C=O>[F:16][CH:15]([F:17])[N:12]1[C:13](=[O:14])[N:9]([C:3]2[CH:4]=[CH:5][C:6]([O:8][CH2:20][C:21]3[CH:33]=[CH:32][C:24]([O:25][CH:26]([CH3:31])[C:27]([O:29][CH3:30])=[O:28])=[CH:23][CH:22]=3)=[CH:7][C:2]=2[F:1])[N:10]=[C:11]1[CH3:18]. Procedure: By the method of Example 1, Step K, 0.50 g (0.0019 mole) of 1-(2-fluoro-4-hydroxyphenyl)-4-difluoromethyl-4,5-dihydro-3-methyl-1,2,4-triazol-5(1H)-one (Example 1, Step F) and 0.87 g (0.0038 mole) of methyl 2-(4-chloromethylphenoxy)propionate were reacted in the presence of 0.2 g of 1,4,7,10,13,16-hexaoxacyclooctadecane in 25 mL of N,N-dimethylformamide, yielding 0.80 g of methyl 2-[4-[4-(4-difluoromethyl-4,5-dihydro-3-methyl-1,2,4-triazol-5(1H)-on-1-yl)-3-fluorophenoxymethyl] phenoxy]propionate ... Reactants: CCO, COC(=O)CCC(C)(C)[N+](=O)[O-], [Na+], [OH-]. The product is CC(C)(CCC(=O)O)[N+](=O)[O-]. RXN SMILES: [CH3:15][CH2:16][OH:17].[CH3:1][C:2]([CH2:3][CH2:4][C:5](=[O:6])[O:7][CH3:8])([CH3:9])[N+:10](=[O:11])[O-:12].[Na+:14].[OH-:13]>>[CH3:1][C:2]([CH2:3][CH2:4][C:5](=[O:6])[OH:7])([CH3:9])[N+:10](=[O:11])[O-:12].